From a dataset of the Open Reaction Database (ORD), a public repository of structured organic reaction records. describe an organic reaction: reactants, conditions, products, and yield Reactants: [BH4-], C1CCOC1, COc1cc(C=O)ccc1S(=O)(=O)N(C)C, [Na+]. The product is COc1cc(CO)ccc1S(=O)(=O)N(C)C. Reaction SMILES: [BH4-:17].[CH2:19]1[O:20][CH2:21][CH2:22][CH2:23]1.[CH3:1][N:2]([S:3](=[O:4])(=[O:5])[c:6]1[c:7]([O:14][CH3:15])[cH:8][c:9]([CH:10]=[O:11])[cH:12][cH:13]1)[CH3:16].[Na+:18]>>[CH3:1][N:2]([S:3](=[O:4])(=[O:5])[c:6]1[c:7]([O:14][CH3:15])[cH:8][c:9]([CH2:10][OH:11])[cH:12][cH:13]1)[CH3:16]. Starting materials: CC(C)O, CNC(=O)c1cccc(C)c1Nc1nc(Cl)ncc1Cl, CC1(C)CCC(=O)Nc2ccc(N)cc21. The product is CNC(=O)c1cccc(C)c1Nc1nc(Nc2ccc3c(c2)C(C)(C)CCC(=O)N3)ncc1Cl. Reaction SMILES: [CH:36]([OH:37])([CH3:38])[CH3:39].[Cl:1][c:2]1[n:3][cH:4][c:5]([Cl:20])[c:6]([NH:8][c:9]2[c:10]([C:11](=[O:12])[NH:13][CH3:14])[cH:15][cH:16][cH:17][c:18]2[CH3:19])[n:7]1.[NH2:21][c:22]1[cH:23][c:24]2[c:25]([cH:34][cH:35]1)[NH:26][C:27](=[O:33])[CH2:28][CH2:29][C:30]2([CH3:31])[CH3:32]>>[c:2]1([NH:21][c:22]2[cH:23][c:24]3[c:25]([cH:34][cH:35]2)[NH:26][C:27](=[O:33])[CH2:28][CH2:29][C:30]3([CH3:31])[CH3:32])[n:3][cH:4][c:5]([Cl:20])[c:6]([NH:8][c:9]2[c:10]([C:11](=[O:12])[NH:13][CH3:14])[cH:15][cH:16][cH:17][c:18]2[CH3:19])[n:7]1. The reactants are S(=O)(Cl)Cl (thionyl chloride), CC(C(=O)O)CCCCCCCC (2-methyl decanoic acid). Conditions: temperature 50 celsius, time 45 minute. The product is CC(C(=O)Cl)CCCCCCCC (2-methyl decanoyl chloride). Isolated yield 98.0%. RXN SMILES: S(Cl)([Cl:3])=O.[CH3:5][CH:6]([CH2:10][CH2:11][CH2:12][CH2:13][CH2:14][CH2:15][CH2:16][CH3:17])[C:7](O)=[O:8]>>[CH3:5][CH:6]([CH2:10][CH2:11][CH2:12][CH2:13][CH2:14][CH2:15][CH2:16][CH3:17])[C:7]([Cl:3])=[O:8]. Procedure details: To thionyl chloride (93 g, 782 mmol), cooled to 15° C. in a water bath was added during 1 hour 2-methyl decanoic acid (64 g, 344 mmol). The cold water bath was removed and the mixture was heated at 50° C. with stirring for 45 minutes. The excess thionyl chloride was removed by distillation and the crude acid chloride was then fractionally distilled (b.p. 143°-45° C./5.8 mm) to give 69 g of product (99% yield) that showed an assay of >98% by GC. Starting materials: CCOCC, CC(C)=CCCC(C)=CCCC(C)=CCO, BrP(Br)Br. Product: CC(C)=CCCC(C)=CCCC(C)=CCBr. Reaction SMILES: [CH3:21][CH2:22][O:23][CH2:24][CH3:25].[OH:1][CH2:2][CH:3]=[C:4]([CH3:5])[CH2:6][CH2:7][CH:8]=[C:9]([CH3:10])[CH2:11][CH2:12][CH:13]=[C:14]([CH3:15])[CH3:16].[P:17]([Br:18])([Br:19])[Br:20]>>[CH2:2]([CH:3]=[C:4]([CH3:5])[CH2:6][CH2:7][CH:8]=[C:9]([CH3:10])[CH2:11][CH2:12][CH:13]=[C:14]([CH3:15])[CH3:16])[Br:18]. Reactants: CC(Br)C(=O)c1ccccc1, Cl, [K+], [K+], O=C([O-])[O-], CN(C)C=O, O=C(Cc1ccccc1O)N1CCNCC1. Yields the product CC(C(=O)c1ccccc1)N1CCN(C(=O)Cc2ccccc2O)CC1, Cl. RXN SMILES: [Br:1][CH:2]([C:3](=[O:4])[c:5]1[cH:6][cH:7][cH:8][cH:9][cH:10]1)[CH3:11].[ClH:12].[K+:29].[K+:30].[O-:31][C:32]([O-:33])=[O:34].[O:35]=[CH:36][N:37]([CH3:38])[CH3:39].[OH:13][c:14]1[c:15]([CH2:20][C:21](=[O:22])[N:23]2[CH2:24][CH2:25][NH:26][CH2:27][CH2:28]2)[cH:16][cH:17][cH:18][cH:19]1>>[CH:2]([C:3](=[O:4])[c:5]1[cH:6][cH:7][cH:8][cH:9][cH:10]1)([CH3:11])[N:26]1[CH2:25][CH2:24][N:23]([C:21]([CH2:20][c:15]2[c:14]([OH:13])[cH:19][cH:18][cH:17][cH:16]2)=[O:22])[CH2:28][CH2:27]1.[ClH:12]. The reactants are ClC1=C(C=CC=C1)C(C1=C(C=CC(=C1)Cl)N1C(=NN=C1CN(C)C)CO)=O (2',5-dichloro-2-[3-(hydroxymethyl)-5-[(dimethylamino)methyl]-4H-1,2,4-triazol-4-yl]benzophenone), C(C)S(=O)(=O)Cl (ethanesulfonyl chloride), C1(CC1)CN ((cyclopropylmethyl)amine). The product is ClC1=C(C=CC=C1)C(C1=C(C=CC(=C1)Cl)N1C(=NN=C1CN(C)C)CNCC1CC1)=O (2',5-dichloro-2-[3-[[(cyclopropylmethyl)amino]methyl]-5-[(dimethylamino)-methyl]-4H-1,2,4-triazol-4-yl]benzophenone). Reaction SMILES: [Cl:1][C:2]1[CH:7]=[CH:6][CH:5]=[CH:4][C:3]=1[C:8](=[O:27])[C:9]1[CH:14]=[C:13]([Cl:15])[CH:12]=[CH:11][C:10]=1[N:16]1[C:20]([CH2:21][N:22]([CH3:24])[CH3:23])=[N:19][N:18]=[C:17]1[CH2:25]O.C(S(Cl)(=O)=O)C.[CH:34]1([CH2:37][NH2:38])[CH2:36][CH2:35]1>>[Cl:1][C:2]1[CH:7]=[CH:6][CH:5]=[CH:4][C:3]=1[C:8](=[O:27])[C:9]1[CH:14]=[C:13]([Cl:15])[CH:12]=[CH:11][C:10]=1[N:16]1[C:20]([CH2:21][N:22]([CH3:24])[CH3:23])=[N:19][N:18]=[C:17]1[CH2:25][NH:38][CH2:37][CH:34]1[CH2:36][CH2:35]1. Procedure details: In the manner given in Example 47, 2',5-dichloro-2-[3-(hydroxymethyl)-5-[(dimethylamino)methyl]-4H-1,2,4-triazol-4-yl]benzophenone is treated first with ethanesulfonyl chloride followed by (cyclopropylmethyl)amine, to give 2',5-dichloro-2-[3-[[(cyclopropylmethyl)amino]methyl]-5-[(dimethylamino)-methyl]-4H-1,2,4-triazol-4-yl]benzophenone. The reactants are C=O (para formaldehyde), C(C)NCC (N,N-diethyl amine), C(C#C)O (2-propyne-1-ol). Reagents/catalysts: C(C)(=O)[O-].[Cu+2].C(C)(=O)[O-] (copper(II) acetate). The solvent is O1CCOCC1 (1,4 dioxane). Conditions: temperature 62.5 celsius, time 1.5 hour. Yields the product C(C)N(CC#CCO)CC (4-diethylamino-2-butyne-ol). Yield: 82.6%. As a reaction SMILES: [CH2:1]=O.[CH2:3]([NH:5][CH2:6][CH3:7])[CH3:4].[CH2:8]([OH:11])[C:9]#[CH:10]>O1CCOCC1.C([O-])(=O)C.[Cu+2].C([O-])(=O)C>[CH2:3]([N:5]([CH2:6][CH3:7])[CH2:1][C:10]#[C:9][CH2:8][OH:11])[CH3:4] |f:4.5.6|. Procedure: A mixture of para formaldehyde (105.0 g), N,N-diethyl amine (300 g) and copper(II) acetate (7.5 g) in 1,4 dioxane (900 ml) was heated to 60-65° C. After 1.5 h, 2-propyne-1-ol (150 g, 2.7 moles) was added and the mixture was heated at 90-95° C. after 2 hrs; excess solvent, 1,4 dioxane, evaporated at reduced pressure to afford 315 g (84%) of the product as an oil. Yields the product Cc1ncsc1CCOc1ccc(N)c([N+](=O)[O-])c1. Reactants: C1CCOC1, Cc1ncsc1CCO, CC(C)(C)OC(=O)N=NC(=O)OC(C)(C)C, Nc1ccc(O)cc1[N+](=O)[O-], c1ccc(P(c2ccccc2)c2ccccc2)cc1. RXN SMILES: [CH2:56]1[O:57][CH2:58][CH2:59][CH2:60]1.[CH3:12][c:13]1[n:14][cH:15][s:16][c:17]1[CH2:18][CH2:19][OH:20].[N:40]([C:41]([O:42][C:43]([CH3:44])([CH3:45])[CH3:46])=[O:47])=[N:48][C:49]([O:50][C:51]([CH3:52])([CH3:53])[CH3:54])=[O:55].[NH2:1][c:2]1[c:3]([N+:9](=[O:10])[O-:11])[cH:4][c:5]([OH:8])[cH:6][cH:7]1.[c:21]1([P:22]([c:23]2[cH:24][cH:25][cH:26][cH:27][cH:28]2)[c:29]2[cH:30][cH:31][cH:32][cH:33][cH:34]2)[cH:35][cH:36][cH:37][cH:38][cH:39]1>>[NH2:1][c:2]1[c:3]([N+:9](=[O:10])[O-:11])[cH:4][c:5]([O:8][CH2:19][CH2:18][c:17]2[c:13]([CH3:12])[n:14][cH:15][s:16]2)[cH:6][cH:7]1. RXN SMILES: [Br:1][C:2]1[C:3]([CH3:32])=[C:4]([N:8]2[C:13](=[O:14])[CH:12]([Se]C3C=CC=CC=3)[CH2:11][N:10]([CH2:22][C:23]3[CH:28]=[CH:27][C:26]([O:29][CH3:30])=[CH:25][CH:24]=3)[C:9]2=[O:31])[CH:5]=[CH:6][CH:7]=1.OO.O>C1COCC1>[Br:1][C:2]1[C:3]([CH3:32])=[C:4]([N:8]2[C:13](=[O:14])[CH:12]=[CH:11][N:10]([CH2:22][C:23]3[CH:28]=[CH:27][C:26]([O:29][CH3:30])=[CH:25][CH:24]=3)[C:9]2=[O:31])[CH:5]=[CH:6][CH:7]=1. Solvent: C1CCOC1 (THF). Conditions: time 30 minute. Reported procedure: A solution of 3-(3-bromo-2-methylphenyl)-1-(4-methoxybenzyl)-5-(phenylselanyl)dihydropyrimidine-2,4(1H,3H)-dione (5.43 g, 9.73 mmol) in THF (97 mL) was treated with 30% aqueous hydrogen peroxide (5.0 mL, 48.6 mmol) and the mixture was stirred at room temperature for 30 min. Water was added and the mixture was extracted with EtOAc. The organic phase was washed with brine, dried and concentrated. The residue was purified by column chromatography on silica gel (220 g), eluting with EtOAc-hexanes (g... The reactants are BrC=1C(=C(C=CC1)N1C(N(CC(C1=O)[Se]C1=CC=CC=C1)CC1=CC=C(C=C1)OC)=O)C (3-(3-bromo-2-methylphenyl)-1-(4-methoxybenzyl)-5-(phenylselanyl)dihydropyrimidine-2,4(1H,3H)-dione), OO (hydrogen peroxide), O (Water). Isolated yield 53.8%. The product is BrC=1C(=C(C=CC1)N1C(N(C=CC1=O)CC1=CC=C(C=C1)OC)=O)C (3-(3-bromo-2-methylphenyl)-1-(4-methoxybenzyl)pyrimidine-2,4(1H,3H)-dione). The reactants are C(C)(=O)OO (peracetic acid), C(C1=CC=CC=C1)(=O)OC(C(C1=CC=CC=C1)=O)C1=CC=CC=C1 (desyl benzoate), C(=O)([O-])[O-].[Na+].[Na+] (Na2CO3). The solvent is ClCCl (dichloromethane), ClCCl (dichloromethane). Conditions: time 8 hour. The product is C(C1=CC=CC=C1)(=O)OC(C1=CC=CC=C1)OC(C1=CC=CC=C1)=O (Benzaldehyde Dibenzoylacetal). Yield: 158.4%. RXN SMILES: [C:1](OO)(=O)[CH3:2].[C:6]([O:14][CH:15]([C:24]1[CH:29]=[CH:28][CH:27]=[CH:26][CH:25]=1)C(=O)C1C=CC=CC=1)(=[O:13])[C:7]1[CH:12]=[CH:11][CH:10]=[CH:9][CH:8]=1.[C:30]([O-:33])([O-])=[O:31].[Na+].[Na+]>ClCCl>[C:30]([O:33][CH:15]([O:14][C:6](=[O:13])[C:7]1[CH:8]=[CH:9][CH:10]=[CH:11][CH:12]=1)[C:24]1[CH:25]=[CH:26][CH:27]=[CH:28][CH:29]=1)(=[O:31])[C:2]1[CH:1]=[CH:9][CH:8]=[CH:7][CH:6]=1 |f:2.3.4|. Reported procedure: 32% peracetic acid (0.67 mL, 3.79 mmol) was added to a suspension of desyl benzoate (300 mg, 0.95 mmol) and Na2CO3 (402 mg, 3.79 mmol) in dichloromethane (5 mL) at 0° C. The reaction mixture was stirred overnight at room temperature, diluted with dichloromethane, washed with saturated NaHCO3 and brine and dried over Na2SO4. Concentration in vacuo provided 250 mg the title compound (79%). 1H NMR (CDCl3): δ 8.22 (1H, s); 7.73-7.71 (2H, m); 7.59-7.55 (2H, m); 7.48-7.42 (7H, m).